This data is from the Open Reaction Database (ORD), a public repository of structured organic reaction records. The task is: describe an organic reaction: reactants, conditions, products, and yield Starting materials: COC1=CC=C(C=C1)N1C(=NC=C1)C (1-(4-methoxyphenyl)-2-methyl-1H-imidazole), Br (hydrobromic acid). Yields the product Br.CC=1N(C=CN1)C1=CC=C(C=C1)O (4-(2-methyl-1H-imidazol-1-yl)phenol monohydrobromide). Yield: 69.0%. As a reaction SMILES: C[O:2][C:3]1[CH:8]=[CH:7][C:6]([N:9]2[CH:13]=[CH:12][N:11]=[C:10]2[CH3:14])=[CH:5][CH:4]=1.[BrH:15]>>[BrH:15].[CH3:14][C:10]1[N:9]([C:6]2[CH:7]=[CH:8][C:3]([OH:2])=[CH:4][CH:5]=2)[CH:13]=[CH:12][N:11]=1 |f:2.3|. Procedure details: A mixture of 4 parts of 1-(4-methoxyphenyl)-2-methyl-1H-imidazole and 37.5 parts of hydrobromic acid solution 48% is stirred and refluxed overnight. After cooling, the reaction mixture is evaporated. The residue is triturated in a mixture of 2-propanone and 2,2'-oxybispropane. The product is filtered off and crystallized from a mixture of ethanol and 2,2'-oxybispropane, yielding 3.8 parts (69%) of 4-(2-methyl-1H-imidazol-1-yl)phenol monohydrobromide; mp. 181°-205° C. Reactants: C1(=CC=CC=C1)C=1C(=COC1)CO (4-phenyl-3-furanmethanol), 4A, C[N+]1(CCOCC1)[O-] (4-methyl-morpholine-N-oxide). The reagents and catalysts are [Ru](=O)(=O)(=O)[O-].C(CC)[N+](CCC)(CCC)CCC (tetrapropylammonium perruthenate). Solvent: ClCCl (dichloromethane). Reaction conditions: time 3 hour. The product is C1(=CC=CC=C1)C=1C(=COC1)C=O (4-Phenyl-3-furaldehyde). Reaction SMILES: [C:1]1([C:7]2[C:8]([CH2:12][OH:13])=[CH:9][O:10][CH:11]=2)[CH:6]=[CH:5][CH:4]=[CH:3][CH:2]=1.C[N+]1([O-])CCOCC1>ClCCl.[Ru]([O-])(=O)(=O)=O.C([N+](CCC)(CCC)CCC)CC>[C:1]1([C:7]2[C:8]([CH:12]=[O:13])=[CH:9][O:10][CH:11]=2)[CH:2]=[CH:3][CH:4]=[CH:5][CH:6]=1 |f:3.4|. Procedure details: A mixture of 4-phenyl-3-furanmethanol (458 mg, 2.63 mmol), powdered 4A molecular sieves (500 mg), 4-methyl-morpholine-N-oxide (462 mg, 3.95 mmol) and tetrapropylammonium perruthenate (46 mg, 0.13 mmol) in anhydrous dichloromethane (40 ml) were stirred at room temperature for 3 hours. Residue was filtered through silica and concentrated to a brown oil which was purified by flash chromatography on silica using 10% ethyl ether/hexanes to give the titled aldehyde.